Dataset: the Open Reaction Database (ORD), a public repository of structured organic reaction records. Task: describe an organic reaction: reactants, conditions, products, and yield Reactants: [OH-].[NH4+] (ammonium hydroxide), COC=1C=C(C=CC1)C(C(=O)C1=CC=NC=C1)=O (1-(3-Methoxyphenyl)-2-pyridin-4-ylethane-1,2-dione), C(C)(C)(C)OC(=O)N1CCC(CC1)C=O (4-formylpiperidine-1-carboxylic acid tert-butyl ester), C(C)(=O)[O-].[NH4+] (ammonium acetate). Run in C(C)(=O)O (acetic acid). The product is C(C)(C)(C)OC(=O)N1CCC(CC1)C=1NC(=C(N1)C1=CC=NC=C1)C1=CC(=CC=C1)OC (4-[5-(3-Methoxyphenyl)-4-pyridin-4-yl-1H-imidazol-2-yl]piperidine-1-carboxylic acid tert-butyl ester). As a reaction SMILES: [CH3:1][O:2][C:3]1[CH:4]=[C:5]([C:9](=O)[C:10]([C:12]2[CH:17]=[CH:16][N:15]=[CH:14][CH:13]=2)=O)[CH:6]=[CH:7][CH:8]=1.[C:19]([O:23][C:24]([N:26]1[CH2:31][CH2:30][CH:29]([CH:32]=O)[CH2:28][CH2:27]1)=[O:25])([CH3:22])([CH3:21])[CH3:20].C([O-])(=O)C.[NH4+:38].[OH-].[NH4+:40]>C(O)(=O)C>[C:19]([O:23][C:24]([N:26]1[CH2:31][CH2:30][CH:29]([C:32]2[NH:38][C:9]([C:5]3[CH:6]=[CH:7][CH:8]=[C:3]([O:2][CH3:1])[CH:4]=3)=[C:10]([C:12]3[CH:17]=[CH:16][N:15]=[CH:14][CH:13]=3)[N:40]=2)[CH2:28][CH2:27]1)=[O:25])([CH3:22])([CH3:21])[CH3:20] |f:2.3,4.5|. Procedure details: 1-(3-Methoxyphenyl)-2-pyridin-4-ylethane-1,2-dione (1.93 g, 8.0 mmol), 4-formylpiperidine-1-carboxylic acid tert-butyl ester (1.7 g, 8.0 mmol) and ammonium acetate (6.2 g, 80 mmol) were dissolved in acetic acid (20 mL) and heated to reflux for 2 hours, then allowed to cool to ambient temperature. The reaction mixture was poured over an ammonium hydroxide (50 mL) and ice mixture, extracted with ethyl acetate (3×125 mL) and the combined organic layers dried over anhydrous magnesium sulfate, filter...